This data is from the Open Reaction Database (ORD), a public repository of structured organic reaction records. The task is: describe an organic reaction: reactants, conditions, products, and yield The reactants are C(C)(C)(C)OC(=O)N[C@H]([C@H](CCN[C@@H](CC(C)C)C(=O)O)O)CC(C)C (Nα -[4(S)-tert-Butoxycarbonylamino-3(S)-hydroxy-6-methylheptyl]-L-leucine), C(C1=CC=CC=C1)N (benzylamine), TEA, C(=O)(O)[O-].[Na+] (NaHCO3), [N-]=[N+]=[N-].[Na+] (sodium azide), C=1C=CC(=CC1)P(=O)(C=2C=CC=CC2)N=[N+]=[N-] (DPPA). The solvent is CN(C)C=O (DMF). Conditions: temperature -30 celsius, time 72 hour. Yields the product C(C1=CC=CC=C1)NC([C@@H](NCC[C@@H]([C@H](CC(C)C)NC(=O)OC(C)(C)C)O)CC(C)C)=O (Nα -[4(S)-tert-Butoxycarbonylamino-3(S)-hydroxy-6-methylheptyl]-L-leucine benzylamide). RXN SMILES: [C:1]([O:5][C:6]([NH:8][C@@H:9]([CH2:23][CH:24]([CH3:26])[CH3:25])[C@@H:10]([OH:22])[CH2:11][CH2:12][NH:13][C@H:14]([C:19]([OH:21])=O)[CH2:15][CH:16]([CH3:18])[CH3:17])=[O:7])([CH3:4])([CH3:3])[CH3:2].[CH2:27]([NH2:34])[C:28]1[CH:33]=[CH:32][CH:31]=[CH:30][CH:29]=1.C([O-])(O)=O.[Na+].[N-]=[N+]=[N-].[Na+].C1C=CC(P(N=[N+]=[N-])(C2C=CC=CC=2)=O)=CC=1>CN(C=O)C>[CH2:27]([NH:34][C:19](=[O:21])[C@H:14]([CH2:15][CH:16]([CH3:17])[CH3:18])[NH:13][CH2:12][CH2:11][C@H:10]([OH:22])[C@@H:9]([NH:8][C:6]([O:5][C:1]([CH3:2])([CH3:3])[CH3:4])=[O:7])[CH2:23][CH:24]([CH3:26])[CH3:25])[C:28]1[CH:33]=[CH:32][CH:31]=[CH:30][CH:29]=1 |f:2.3,4.5|. Procedure: 3 (540 mg) was suspended in DMF (23 ml) and treated with benzylamine (0.374 ml), TEA (0.401 ml), NaHCO3 (solid) (924 mg) and sodium azide (117 mg). The suspension was cooled to -30° C., treated with DPPA (0.934 ml), and stirred at 0° C. for 72 hours. After removal of the DMF in vacuo, the residue was treated with 10% citric acid and extracted with EtOAc (3x). The combined extracts were washed with 10% citric acid (1x), H2O (1x), 10% NaHCO3 (aqueous) (1x), and brine (1x), dried over MgSO4, filter... Starting materials: NC1=C(C=2C(=NC(=C(C2C)CC)C)S1)C#N (2-amino-5-ethyl-4,6-dimethylthieno[2,3-b]pyridine-3-carbonitrile), C1(CCCC1)C(=O)Cl (cyclopentanecarbonyl chloride), O (water). Run in N1=CC=CC=C1 (pyridine). Conditions: time 8 hour. Yields the product C(#N)C1=C(SC2=NC(=C(C(=C21)C)CC)C)NC(=O)C2CCCC2 (cyclopentanecarboxylic acid (3-cyano-5-ethyl-4,6-dimethyl-thieno[2,3-b]pyridin-2-yl)amide). Isolated yield 85.5%. RXN SMILES: [NH2:1][C:2]1[S:14][C:5]2=[N:6][C:7]([CH3:13])=[C:8]([CH2:11][CH3:12])[C:9]([CH3:10])=[C:4]2[C:3]=1[C:15]#[N:16].[CH:17]1([C:22](Cl)=[O:23])[CH2:21][CH2:20][CH2:19][CH2:18]1.O>N1C=CC=CC=1>[C:15]([C:3]1[C:4]2[C:5](=[N:6][C:7]([CH3:13])=[C:8]([CH2:11][CH3:12])[C:9]=2[CH3:10])[S:14][C:2]=1[NH:1][C:22]([CH:17]1[CH2:21][CH2:20][CH2:19][CH2:18]1)=[O:23])#[N:16]. Procedure: To a solution of 2-amino-5-ethyl-4,6-dimethylthieno[2,3-b]pyridine-3-carbonitrile (23 mg, 0.10 mmol) in pyridine (2.5 mL) was added cyclopentanecarbonyl chloride (15 mg, 0.11 mmol). The mixture was stirred at room temperature overnight, poured into water (10 mL) and extracted with DCM (10 mL). The organic layer was separated and washed with HCl (2 N, 2×3 mL), water (3×3 mL) and brine (3 mL), dried over anhydrous Na2SO4. The solvent was removed under reduced pressure to provide essentially pure c...